From a dataset of the Open Reaction Database (ORD), a public repository of structured organic reaction records. describe an organic reaction: reactants, conditions, products, and yield Reactants: C(C)OC([C@H](CCC(=O)OCC)NC(=O)C=1SC(=CC1)CCCC1=CC2=C(N=C(NC2=O)N)N1)=O ((S)-2-({5-[3-(2-Amino-4-oxo-4,7-dihydro-3H-pyrrolo[2,3-d]pyrimidin-6-yl)-propyl]-thiophene-2-carbonyl}-amino)-pentanedioic acid diethyl ester), [OH-].[Na+] (NaOH), CO.C(Cl)(Cl)Cl (MeOH CHCl3). Solvent: CO (MeOH). Reaction conditions: time 16 hour. Yields the product NC=1NC(C2=C(N1)NC(=C2)CCCC2=CC=C(S2)C(=O)N[C@H](C(=O)O)CCC(=O)O)=O ((S)-2-({5-[3-(2-Amino-4-oxo-4,7-dihydro-3H-pyrrolo[2,3-d]pyrimidin-6-yl)-propyl]-thiophene-2-carbonyl}-amino)-pentanedioic acid). RXN SMILES: C([O:3][C:4](=[O:35])[C@@H:5]([NH:13][C:14]([C:16]1[S:17][C:18]([CH2:21][CH2:22][CH2:23][C:24]2[NH:34][C:27]3[N:28]=[C:29]([NH2:33])[NH:30][C:31](=[O:32])[C:26]=3[CH:25]=2)=[CH:19][CH:20]=1)=[O:15])[CH2:6][CH2:7][C:8]([O:10]CC)=[O:9])C.[OH-].[Na+].CO.C(Cl)(Cl)Cl>CO>[NH2:33][C:29]1[NH:30][C:31](=[O:32])[C:26]2[CH:25]=[C:24]([CH2:23][CH2:22][CH2:21][C:18]3[S:17][C:16]([C:14]([NH:13][C@@H:5]([CH2:6][CH2:7][C:8]([OH:10])=[O:9])[C:4]([OH:35])=[O:3])=[O:15])=[CH:20][CH:19]=3)[NH:34][C:27]=2[N:28]=1 |f:1.2,3.4|. Procedure: To a solution of 10 (252 mg, 0.5 mmol) in MeOH (10 mL) was added 1 N NaOH (10 mL) and the mixture was stirred under N2 at room temperature for 16 h. TLC showed the disappearance of the starting material (Rf=0.48) and one major spot at the origin (MeOH/CHCl3 1:5). The reaction mixture was evaporated to dryness under reduced pressure. The residue was dissolved in water (10 mL), the resulting solution was cooled in an ice bath, and the pH was adjusted to 3-4 with dropwise addition of 1 N HCl. The r... Reactants: CC1=C(C=C(C(=C1)OC)C)C=CC(=O)OCC (ethyl 3-(2,5-dimethyl-4-methoxyphenyl)-acrylate), C(C)OCC (diethyl ether), C[Mg]I (methyl magnesium iodide), CCOCC (ether), O (water). Reaction conditions: time 3 hour. Yields the product CC1=C(C=C(C(=C1)OC)C)C=CC(C)(O)C (4-(2,5-dimethyl-4-methoxyphenyl)-2-methyl-3-buten-2-ol). RXN SMILES: [CH3:1][Mg]I.[CH3:4][C:5]1[CH:10]=[C:9]([O:11]C)[C:8](C)=[CH:7][C:6]=1[CH:14]=[CH:15][C:16](OCC)=O.O.C[CH2:23][O:24][CH2:25][CH3:26]>>[CH3:4][C:5]1[CH:26]=[C:25]([O:24][CH3:23])[C:15]([CH3:16])=[CH:14][C:6]=1[CH:7]=[CH:8][C:9]([CH3:10])([OH:11])[CH3:1]. Reported procedure: To 0.3M of methyl magnesium iodide in 100 ml of ether, stirred under a nitrogen atmosphere and in a cooling bath of -5° C., was added dropwise a solution of ethyl 3-(2,5-dimethyl-4-methoxyphenyl)-acrylate (23.4 g, 0.1M) in 50 ml of diethyl ether. This mixture was stirred for 3 hours at room temperature. Cold water (150 ml) was added, and the product was extracted into ether. The ethereal layer was washed with brine, dried (magnesium sulfate) and concentrated on rotary evaporator to give 21.4 g o... The reactants are [Cr](=O)(=O)([O-])O[Cr](=O)(=O)[O-].[NH+]1=CC=CC=C1.[NH+]1=CC=CC=C1 (pyridinium dichromate), OC(C=CC1N(C(CC1)=O)CC(CCCCCO)O)(C(CCCC)(F)F)C (7-[2-(3-hydroxy-3-methyl-4,4-difluoro-1-octen-1-yl)-5-oxopyrrolidin-1-yl]-1,6-heptanediol), O (water). The solvent is CN(C=O)C (dimethylformamide). Reaction conditions: time 8 hour. Yields the product OC(C=CC1N(C(CC1)=O)CC(CCCCC(=O)O)=O)(C(CCCC)(F)F)C (7-[2-(3-hydroxy-3-methyl-4,4-difluoro-1-octen-1-yl)-5- oxopyrrolidin-1-yl]-6-oxo-heptanoic acid). The yield is 31.9%. As a reaction SMILES: [OH:1][C:2]([CH3:27])([C:20]([F:26])([F:25])[CH2:21][CH2:22][CH2:23][CH3:24])[CH:3]=[CH:4][CH:5]1[CH2:9][CH2:8][C:7](=[O:10])[N:6]1[CH2:11][CH:12]([OH:19])[CH2:13][CH2:14][CH2:15][CH2:16][CH2:17][OH:18].[Cr](O[Cr]([O-])(=O)=O)([O-])(=O)=[O:29].[NH+]1C=CC=CC=1.[NH+]1C=CC=CC=1.O>CN(C)C=O>[OH:1][C:2]([CH3:27])([C:20]([F:26])([F:25])[CH2:21][CH2:22][CH2:23][CH3:24])[CH:3]=[CH:4][CH:5]1[CH2:9][CH2:8][C:7](=[O:10])[N:6]1[CH2:11][C:12](=[O:19])[CH2:13][CH2:14][CH2:15][CH2:16][C:17]([OH:29])=[O:18] |f:1.2.3|. Reported procedure: A mixture of 19 (37 mg, 0.09 mmol) in dimethylformamide (1 mL) containing pyridinium dichromate (165 mg, 0.45 mmol) was stirred at room temperature overnight. It was then poured into water and extracted with ether three times. The combined ether layer was washed with water and dried over magnesium sulfate. Removal of the solvent in vacuo gave 11.6 mg of 7-[2-(3-hydroxy-3-methyl-4,4-difluoro-1-octen-1-yl)-5- oxopyrrolidin-1-yl]-6-oxo-heptanoic acid (20). IR (CH2Cl2): 3600-2800 (br), 1730, 1690 cm... Reported procedure: To a solution of 2-butyl-1-hydroxy-4-(trifluoromethyl)-1H-imidazole-5-carboxylic acid, ethyl ester (506 mg, 3.14 mmol) dissolved in a mixture of 5 mL of methanol and 10 mL of diethyl ether was added ethereal diazomethane until disappearance of starting acid was indicated by TLC. Anhydrous magnesium sulfate was then added and the solution filtered and concentrated in vacuo. Flash chromatography on 10 g of Merck silica gel eluted with 2:1, CHCl3 :hexanes, followed by 10:1, CHCl3 :Et2O afforded the... RXN SMILES: C([C:5]1[N:6](O)[C:7]([C:14]([O:16][CH2:17]C)=[O:15])=[C:8](C(F)(F)F)[N:9]=1)CCC.[N+](=C)=[N-].S([O-])([O-])(=O)=O.[Mg+2]>CO.C(OCC)C>[NH:9]1[CH:8]=[C:7]([C:14]([O:16][CH3:17])=[O:15])[N:6]=[CH:5]1 |f:2.3|. Product: N1C=NC(=C1)C(=O)OC (1H-Imidazole-4-carboxylic acid, methyl ester). The reactants are C(CCC)C=1N(C(=C(N1)C(F)(F)F)C(=O)OCC)O (2-butyl-1-hydroxy-4-(trifluoromethyl)-1H-imidazole-5-carboxylic acid, ethyl ester), S(=O)(=O)([O-])[O-].[Mg+2] (magnesium sulfate), [N+](=[N-])=C (diazomethane). Run in CO (methanol), C(C)OCC (diethyl ether). The yield is 136.4%. Reactants: O=C([O-])O, CCO, COc1nc(Cl)cc(Cl)n1, COc1ccc(CCN)cc1F, [Na+], O. Yields the product COc1nc(Cl)cc(NCCc2ccc(OC)c(F)c2)n1. As a reaction SMILES: [C:23](=[O:24])([OH:25])[O-:26].[CH3:29][CH2:30][OH:31].[Cl:1][c:2]1[n:3][c:4]([O:9][CH3:10])[n:5][c:6]([Cl:8])[cH:7]1.[F:11][c:12]1[cH:13][c:14]([CH2:20][CH2:21][NH2:22])[cH:15][cH:16][c:17]1[O:18][CH3:19].[Na+:27].[OH2:28]>>[c:2]1([NH:22][CH2:21][CH2:20][c:14]2[cH:13][c:12]([F:11])[c:17]([O:18][CH3:19])[cH:16][cH:15]2)[n:3][c:4]([O:9][CH3:10])[n:5][c:6]([Cl:8])[cH:7]1. Reactants: CO, CC(=O)Nc1cn2nc(-c3cnc(Cl)c(NS(=O)(=O)c4ccc(F)cc4)c3)ccc2n1, Cl. Product: Nc1cn2nc(-c3cnc(Cl)c(NS(=O)(=O)c4ccc(F)cc4)c3)ccc2n1. Reaction SMILES: [CH3:33][OH:34].[Cl:1][c:2]1[c:3]([NH:21][S:22](=[O:23])(=[O:24])[c:25]2[cH:26][cH:27][c:28]([F:31])[cH:29][cH:30]2)[cH:4][c:5](-[c:8]2[cH:9][cH:10][c:11]3[n:12]([n:13]2)[cH:14][c:15]([NH:17][C:18](=[O:19])[CH3:20])[n:16]3)[cH:6][n:7]1.[ClH:32]>>[Cl:1][c:2]1[c:3]([NH:21][S:22](=[O:23])(=[O:24])[c:25]2[cH:26][cH:27][c:28]([F:31])[cH:29][cH:30]2)[cH:4][c:5](-[c:8]2[cH:9][cH:10][c:11]3[n:12]([n:13]2)[cH:14][c:15]([NH2:17])[n:16]3)[cH:6][n:7]1. Starting materials: CCO, NC(=O)c1ccc([N+](=O)[O-])cc1F. The product is NC(=O)c1ccc(N)cc1F. RXN SMILES: [CH3:14][CH2:15][OH:16].[F:1][c:2]1[c:3]([C:4](=[O:5])[NH2:6])[cH:7][cH:8][c:9]([N+:11]([O-:12])=[O:13])[cH:10]1>>[F:1][c:2]1[c:3]([C:4](=[O:5])[NH2:6])[cH:7][cH:8][c:9]([NH2:11])[cH:10]1.